This data is from the Open Reaction Database (ORD), a public repository of structured organic reaction records. The task is: describe an organic reaction: reactants, conditions, products, and yield Reactants: C(C)(C)C=1C=CC2=C(N=CN=C2NC2=C(C=CC(=C2)C(NC2=CC=C(C=C2)C=2N=C(NC2)[C@H]2N(CCC2)C(CC2=CC=CC=C2)=O)=O)SC2=CC=C(C=C2)NC(OC(C)(C)C)=O)N1 ((S)-tert-butyl 4-(2-(7-isopropylpyrido[2,3-d]pyrimidin-4-ylamino)-4-(4-(2-(1-(2-phenylacetyl)pyrrolidin-2-yl)-1H-imidazol-4-yl)phenylcarbamoyl)phenylthio)phenylcarbamate), Cl (HCl), O1CCOCC1 (dioxane). Solvent: O1CCCC1 (tetrahydrofuran). Conditions: time 4 hour. The product is NC1=CC=C(C=C1)SC1=C(C=C(C(=O)NC2=CC=C(C=C2)C=2N=C(NC2)[C@H]2N(CCC2)C(CC2=CC=CC=C2)=O)C=C1)NC=1C2=C(N=CN1)N=C(C=C2)C(C)C ((S)-4-(4-aminophenylthio)-3-(7-isopropylpyrido[2,3-d]pyrimidin-4-ylamino)-N-(4-(2-(1-(2-phenylacetyl)pyrrolidin-2-yl)-1H-imidazol-4-yl)phenyl)benzamide). Yield: 41.9%. RXN SMILES: [CH:1]([C:4]1[CH:5]=[CH:6][C:7]2[C:12]([NH:13][C:14]3[CH:19]=[C:18]([C:20](=[O:47])[NH:21][C:22]4[CH:27]=[CH:26][C:25]([C:28]5[N:29]=[C:30]([C@@H:33]6[CH2:37][CH2:36][CH2:35][N:34]6[C:38](=[O:46])[CH2:39][C:40]6[CH:45]=[CH:44][CH:43]=[CH:42][CH:41]=6)[NH:31][CH:32]=5)=[CH:24][CH:23]=4)[CH:17]=[CH:16][C:15]=3[S:48][C:49]3[CH:54]=[CH:53][C:52]([NH:55]C(=O)OC(C)(C)C)=[CH:51][CH:50]=3)=[N:11][CH:10]=[N:9][C:8]=2[N:63]=1)([CH3:3])[CH3:2].Cl.O1CCOCC1>O1CCCC1>[NH2:55][C:52]1[CH:51]=[CH:50][C:49]([S:48][C:15]2[CH:16]=[CH:17][C:18]([C:20]([NH:21][C:22]3[CH:27]=[CH:26][C:25]([C:28]4[N:29]=[C:30]([C@@H:33]5[CH2:37][CH2:36][CH2:35][N:34]5[C:38](=[O:46])[CH2:39][C:40]5[CH:45]=[CH:44][CH:43]=[CH:42][CH:41]=5)[NH:31][CH:32]=4)=[CH:24][CH:23]=3)=[O:47])=[CH:19][C:14]=2[NH:13][C:12]2[C:7]3[CH:6]=[CH:5][C:4]([CH:1]([CH3:3])[CH3:2])=[N:63][C:8]=3[N:9]=[CH:10][N:11]=2)=[CH:54][CH:53]=1. Procedure: To a solution of the Product of Example 1K (0.092 g, 0.11 mmol) in tetrahydrofuran (1 mL) was added 4 M HCl in dioxane (1 mL, 4.2 mol) at ambient temperature. After stirred for four hours, the solid HCl salt of the product was filtered off and taken up in a small amount of methanol and added to a NaHCO3 solution. The free amine was extracted into ethyl acetate, concentrated and purified by combi-flash 12 g column, eluting with 0-10% Methanol in dichloromethane to give a yellow solid (0.035 g, 43...